This data is from the Open Reaction Database (ORD), a public repository of structured organic reaction records. The task is: describe an organic reaction: reactants, conditions, products, and yield Starting materials: S(=O)(Cl)Cl (Thionyl chloride), OC1=C(C=C(CCO)C=C1)OC (4-hydroxy-3-methoxyphenethyl alcohol). Run in ClCCl (dichloromethane). Product: OC1=C(C=C(CCCl)C=C1)OC (4-hydroxy-3-methoxyphenethyl chloride). As a reaction SMILES: S(Cl)([Cl:3])=O.[OH:5][C:6]1[CH:14]=[CH:13][C:9]([CH2:10][CH2:11]O)=[CH:8][C:7]=1[O:15][CH3:16]>ClCCl>[OH:5][C:6]1[CH:14]=[CH:13][C:9]([CH2:10][CH2:11][Cl:3])=[CH:8][C:7]=1[O:15][CH3:16]. Procedure: Thionyl chloride (0.5 ml) was added, dropwise, to a! stirred solution of 4-hydroxy-3-methoxyphenethyl alcohol (0.83 g--commercially available) in dichloromethane (50 ml). When the addition was complete, the mixture was heated under reflux for 3 hours. On cooling to room temperature, the mixture was concentrated in vacuo to give a gum which was purified by column chromatography on silica eluting with dichloromethane containing methanol (0% up to 2%). The product-containing fractions were combined... The reactants are C(C)(C)(C)C=1C=C2C=C(CCC2=CC1)CN1CCCCC1 (6-tert-butyl-3-piperidinomethyl-1,2-dihydronaphthalene), Cl.N1CCCCC1 (Piperidine hydrochloride), C(C)(C)(C)C1=CC=C2CCCC(C2=C1)=O (7-tert-butyl-1,2,3,4-tetrahydronaphthalen-1-one), C=O (paraformaldehyde). The reagents and catalysts are Cl (hydrochloric acid). The solvent is C(C)O (ethanol). Yields the product C(C)(C)(C)C1=CC=C2CCC(C(C2=C1)=O)CN1CCCCC1 (7-tert-butyl-2-piperidinomethyl-1,2,3,4-tetrahydronaphthalen-1-one). Isolated yield 43.0%. As a reaction SMILES: [C:1]([C:5]1[CH:6]=[C:7]2[C:12](=[CH:13][CH:14]=1)[CH2:11][CH2:10][C:9]([CH2:15][N:16]1[CH2:21][CH2:20][CH2:19][CH2:18][CH2:17]1)=[CH:8]2)([CH3:4])([CH3:3])[CH3:2].Cl.N1CCCCC1.C(C1C=C2C(CCCC2=[O:43])=CC=1)(C)(C)C.C=O>C(O)C.Cl>[C:1]([C:5]1[CH:6]=[C:7]2[C:12]([CH2:11][CH2:10][CH:9]([CH2:15][N:16]3[CH2:21][CH2:20][CH2:19][CH2:18][CH2:17]3)[C:8]2=[O:43])=[CH:13][CH:14]=1)([CH3:4])([CH3:2])[CH3:3] |f:1.2|. Procedure details: This Example illustrates the preparation of 6-tert-butyl-3-piperidinomethyl-1,2-dihydronaphthalene (Compound number 4 of Table I). Piperidine hydrochloride (8.9 g, 0.073 mol), 7-tert-butyl-1,2,3,4-tetrahydronaphthalen-1-one (7.0 g, 0.035 mol) and paraformaldehyde (2.2 g, 0.073 mol) were refluxed together in ethanol (150 ml) along with concentrated hydrochloric acid (1 ml) as a catalyst for 16 hours. The reaction mixture was concentrated under reduced pressure and the residue dissolved in water t... Starting materials: COC=1C=NC=CC1C1=CC(=C(C=C1)NC(OCC1=CC=CC=C1)=O)OC(C)C (benzyl [4-(3-methoxypyridin-4-yl)-2-(propan-2-yloxy)phenyl]carbamate), CI (methyl iodide), CI (methyl iodide). Run in CC(=O)C (acetone). Run at temperature 50 celsius, time 30 minute. Product: [I-].C(C1=CC=CC=C1)OC(=O)NC1=C(C=C(C=C1)C1=C(C=[N+](C=C1)C)OC)OC(C)C (4-[4-{[(benzyloxy)carbonyl]amino}-3-(propan-2-yloxy)phenyl]-3-methoxy-1-methylpyridinium iodide). RXN SMILES: [CH3:1][O:2][C:3]1[CH:4]=[N:5][CH:6]=[CH:7][C:8]=1[C:9]1[CH:14]=[CH:13][C:12]([NH:15][C:16](=[O:25])[O:17][CH2:18][C:19]2[CH:24]=[CH:23][CH:22]=[CH:21][CH:20]=2)=[C:11]([O:26][CH:27]([CH3:29])[CH3:28])[CH:10]=1.[CH3:30][I:31]>CC(C)=O>[I-:31].[CH2:18]([O:17][C:16]([NH:15][C:12]1[CH:13]=[CH:14][C:9]([C:8]2[CH:7]=[CH:6][N+:5]([CH3:30])=[CH:4][C:3]=2[O:2][CH3:1])=[CH:10][C:11]=1[O:26][CH:27]([CH3:29])[CH3:28])=[O:25])[C:19]1[CH:20]=[CH:21][CH:22]=[CH:23][CH:24]=1 |f:3.4|. Procedure: A mixture of 3.58 g of benzyl [4-(3-methoxypyridin-4-yl)-2-(propan-2-yloxy)phenyl]carbamate and 1.14 ml of methyl iodide in 107 ml of acetone is heated at 50° C. (bath) for 1 h. 568 μl of methyl iodide are added and the heating is continued at 50° C. for 30 minutes. The mixture is then concentrated under vacuum, so as to give 4.57 g of 4-[4-{[(benzyloxy)carbonyl]amino}-3-(propan-2-yloxy)phenyl]-3-methoxy-1-methylpyridinium iodide in the form of a yellow solid.